Dataset: the Open Reaction Database (ORD), a public repository of structured organic reaction records. Task: describe an organic reaction: reactants, conditions, products, and yield Starting materials: ClC=1C=C2N(C(N1)=O)CCN2 (7-chloro-2,3-dihydroimidazo[1,2-c]pyrimidin-5(1H)-one), IC(C)C (2-iodopropane), C(=O)([O-])[O-].[Cs+].[Cs+] (Cs2CO3). Run in C(C)#N (acetonitrile). The product is ClC=1C=C2N(C(N1)=O)CCN2C(C)C (7-chloro-1-isopropyl-2,3-dihydroimidazo[1,2-c]pyrimidin-5(1H)-one). The yield is 53.5%. Reaction SMILES: [Cl:1][C:2]1[CH:3]=[C:4]2[NH:11][CH2:10][CH2:9][N:5]2[C:6](=[O:8])[N:7]=1.I[CH:13]([CH3:15])[CH3:14].C([O-])([O-])=O.[Cs+].[Cs+]>C(#N)C>[Cl:1][C:2]1[CH:3]=[C:4]2[N:11]([CH:13]([CH3:15])[CH3:14])[CH2:10][CH2:9][N:5]2[C:6](=[O:8])[N:7]=1 |f:2.3.4|. Procedure details: A mixture of 7-chloro-2,3-dihydroimidazo[1,2-c]pyrimidin-5(1H)-one (700 mg, 4.08 mol), 2-iodopropane (1.04 g, 6.12 mmol) and Cs2CO3 (2.66 g, 8.16 mmol) in acetonitrile (15 mL) was refluxed for 3 h, filtered and concentrated to remove solvent to get crude product (700 mg) without further purification.